From a dataset of the Open Reaction Database (ORD), a public repository of structured organic reaction records. describe an organic reaction: reactants, conditions, products, and yield The reactants are O=S(=O)(Cl)c1ccccc1, NCCCCC(NC(=O)OCC1c2ccccc2-c2ccccc21)C(=O)O. Yields the product O=C(NC(CCCCNS(=O)(=O)c1ccccc1)C(=O)O)OCC1c2ccccc2-c2ccccc21. Reaction SMILES: [c:28]1([S:34](=[O:35])(=[O:36])[Cl:37])[cH:29][cH:30][cH:31][cH:32][cH:33]1.[cH:1]1[cH:2][cH:3][cH:4][c:5]2[c:13]1[CH:12]([CH2:14][O:15][C:16](=[O:17])[NH:18][CH:19]([CH2:20][CH2:21][CH2:22][CH2:23][NH2:24])[C:25](=[O:26])[OH:27])[c:11]1[c:6]-2[cH:7][cH:8][cH:9][cH:10]1>>[cH:1]1[cH:2][cH:3][cH:4][c:5]2[c:13]1[CH:12]([CH2:14][O:15][C:16](=[O:17])[NH:18][CH:19]([CH2:20][CH2:21][CH2:22][CH2:23][NH:24][S:34]([c:28]1[cH:29][cH:30][cH:31][cH:32][cH:33]1)(=[O:35])=[O:36])[C:25](=[O:26])[OH:27])[c:11]1[c:6]-2[cH:7][cH:8][cH:9][cH:10]1.